describe an organic reaction: reactants, conditions, products, and yield From a dataset of the Open Reaction Database (ORD), a public repository of structured organic reaction records. The reactants are ClC1=CC=C(C=C1)C1(CCC1)C#N (1-(4-chlorophenyl)cyclobutane nitrile), [OH-].[K+] (potassium hydroxide), C(CO)O (ethylene glycol), ice water. The product is ClC1=CC=C(C=C1)C1(CCC1)C(=O)O (1-(4-chlorophenyl)cyclobutane carboxylic acid). Yield: 82.0%. Reaction SMILES: [Cl:1][C:2]1[CH:7]=[CH:6][C:5]([C:8]2([C:12]#N)[CH2:11][CH2:10][CH2:9]2)=[CH:4][CH:3]=1.[OH-:14].[K+].C(O)C[OH:18]>>[Cl:1][C:2]1[CH:7]=[CH:6][C:5]([C:8]2([C:12]([OH:18])=[O:14])[CH2:11][CH2:10][CH2:9]2)=[CH:4][CH:3]=1 |f:1.2|. Procedure: 1-(4-chlorophenyl)cyclobutane nitrile (5 g) was mixed with ethylene glycol (60 ml) and 40% w/w aqueous potassium hydroxide solution (80 ml) and refluxed under argon for 18 hours. The mixture was cooled, added to ice water and extracted with diethyl ether. The aqueous layer was acidified and the precipitate was filtered off, washed with water, dried and recrystallised from petroleum ether (b.p. 40°-60°) to give the acid as white needles mp 88°-9°, yield 4.5 g (82%). Analysis: The reactants are [N+](=O)([O-])C1=CC=C(OC2=C(C=NC=C2)C2=CC=CC=C2)C=C1 (4-(4-Nitrophenoxy)-3-phenylpyridine), [Cl-].[NH4+] (ammonium chloride), C(C)O (ethanol), CN(C=O)C (dimethylformamide). The reagents and catalysts are [Fe] (iron). Run in O (water). Yields the product C1(=CC=CC=C1)C=1C=NC=CC1OC1=CC=C(N)C=C1 (4-(3-phenylpyridin-4-yl)oxyaniline). Yield: 62.4%. As a reaction SMILES: [N+:1]([C:4]1[CH:22]=[CH:21][C:7]([O:8][C:9]2[CH:14]=[CH:13][N:12]=[CH:11][C:10]=2[C:15]2[CH:20]=[CH:19][CH:18]=[CH:17][CH:16]=2)=[CH:6][CH:5]=1)([O-])=O.[Cl-].[NH4+].C(O)C.CN(C)C=O>[Fe].O>[C:15]1([C:10]2[CH:11]=[N:12][CH:13]=[CH:14][C:9]=2[O:8][C:7]2[CH:6]=[CH:5][C:4]([NH2:1])=[CH:22][CH:21]=2)[CH:16]=[CH:17][CH:18]=[CH:19][CH:20]=1 |f:1.2|. Procedure details: 4-(4-Nitrophenoxy)-3-phenylpyridine (150 mg), iron powder (300 mg), ammonium chloride (600 mg), ethanol (5 ml), dimethylformamide (5 ml) and water (2.5 ml) were stirred at 100° C. for 15 minutes. The mixture was filtered with celite, water was added to the filtrate, and extraction was performed with ethyl acetate. The organic layer was washed 5 times with water, and then the solvent was distilled off under reduced pressure to obtain 4-(3-phenylpyridin-4-yl)oxyaniline (84 mg) as a yellow oil. Reactants: C(C)(=O)C1=NC=CC=C1 (2-acetylpyridine), II (iodine). Run in N1=CC=CC=C1 (pyridine). Yields the product [I-].N1=C(C=CC=C1)C(C[N+]1=CC=CC=C1)=O (1-[2-(2-pyridyl)-2-oxoethyl]pyridinium iodide). RXN SMILES: [C:1]([C:4]1[CH:9]=[CH:8][CH:7]=[CH:6][N:5]=1)(=[O:3])[CH3:2].[I:10]I>N1C=CC=CC=1>[I-:10].[N:5]1[CH:6]=[CH:7][CH:8]=[CH:9][C:4]=1[C:1](=[O:3])[CH2:2][N+:5]1[CH:6]=[CH:7][CH:8]=[CH:9][CH:4]=1 |f:3.4|. Reported procedure: To a stirred solution of 2-acetylpyridine (0.5 mole) in 600 mL pyridine is added iodine (127 g; 0.5 mole). The mixture is heated on a steam bath for 45 minutes, and the product crystallizes on cooling. The solid is filtered and the crystalline cake is rinsed twice with methylene chloride.